This data is from the Open Reaction Database (ORD), a public repository of structured organic reaction records. The task is: describe an organic reaction: reactants, conditions, products, and yield The reactants are C(=C)OC1=CC=CC2=CC=CC=C12 (O-vinylnaphthol), C(=C)OC1=CC=CC2=CC=CC=C12 (O-vinylnaphthol), Co, O (water). The solvent is CO (methanol). Reaction conditions: temperature -10 celsius, time 5 hour. The product is C=1(C(=CC=C2C=CC=CC12)O)C1=CC=CC2=CC=CC=C12 (binaphthol). Isolated yield 11.0%. RXN SMILES: C(O[C:4]1[C:13]2[C:8](=[CH:9][CH:10]=[CH:11][CH:12]=2)[CH:7]=[CH:6][CH:5]=1)=C.[OH2:14]>CO>[C:12]1([C:4]2[C:13]3[C:8](=[CH:9][CH:10]=[CH:11][CH:12]=3)[CH:7]=[CH:6][CH:5]=2)[C:11]([OH:14])=[CH:10][CH:9]=[C:8]2[C:13]=1[CH:4]=[CH:5][CH:6]=[CH:7]2. Procedure details: 62.4 mg (0.20 mmol) of O-vinylnaphthol and 1.3 mg (0.002 mmol) of Co (OAc) (L3) were dissolved in 50 μl of methanol under the atmosphere, 18 μl (1.0 mmol) of water was added to the mixture, and the mixture was then stirred at −10° C. After 5 hours, the reaction solution was analyzed by HPLC, to find that 89% of the O-vinylnaphthol was left with an optical purity of 10% ee. Further, the reaction solution was purified by silica gel column chromatography to obtain the reaction product binaphthol in...